From a dataset of the Open Reaction Database (ORD), a public repository of structured organic reaction records. describe an organic reaction: reactants, conditions, products, and yield Reactants: NC1=NC=NC=C1 (4-aminopyrimidine), C1=CC(=CC(=C1)Cl)C(=O)OO (m-CPBA), CO (MeOH). Solvent: ClCCl (dichloromethane), ClCCl (DCM). Product: [NH4+].[OH-] (NH4OH), [N+]1(=CN=C(C=C1)N)[O-] (4-Pyrimidinamine 1-oxide). Yield: 129.6%. As a reaction SMILES: [NH2:1][C:2]1[CH:7]=[CH:6][N:5]=[CH:4][N:3]=1.C1C=C(Cl)C=C(C(OO)=[O:16])C=1.CO>ClCCl>[NH4+:1].[OH-:16].[N+:5]1([O-:16])[CH:6]=[CH:7][C:2]([NH2:1])=[N:3][CH:4]=1 |f:4.5|. Procedure details: A rb flask equipped with a stirring bar was charged with 4-aminopyrimidine (462 mg, 4.86 mmol) in dichloromethane (DCM) (25 mL). To this was added m-CPBA (1198 mg, 5.34 mmol). After 2, the mixture was concentrated and purified by washing through a pad of silica eluting with 80:20:1:DCM:MeOH:NH4OH to afford 350 mg (3.15 mmol, 65%) of the title compound. LC/MS: (M+H)+: 111.8.